describe an organic reaction: reactants, conditions, products, and yield From a dataset of the Open Reaction Database (ORD), a public repository of structured organic reaction records. Conditions: time 2 hour. Reaction SMILES: [C:1]([OH:7])([C:3]([F:6])([F:5])[F:4])=[O:2].[Cl:8][C:9]1[CH:10]=[C:11]([C:15]([OH:44])([C:38]2[CH:39]=[N:40][CH:41]=[CH:42][CH:43]=2)[C:16]([N:18]2[CH2:37][CH2:36][CH2:35][C@H:19]2[C:20]([NH:22][CH2:23][C:24]2[CH:29]=[CH:28][CH:27]=[CH:26][C:25]=2[N:30]2[CH:34]=[N:33][N:32]=[N:31]2)=[O:21])=[O:17])[CH:12]=[CH:13][CH:14]=1.C(=O)(O)[O-:46].[Na+].ClC1C=C(C=CC=1)C(OO)=O>ClCCl.CCOC(C)=O>[C:1]([OH:7])([C:3]([F:6])([F:5])[F:4])=[O:2].[Cl:8][C:9]1[CH:10]=[C:11]([C:15]([OH:44])([C:38]2[CH:39]=[N+:40]([O-:46])[CH:41]=[CH:42][CH:43]=2)[C:16]([N:18]2[CH2:37][CH2:36][CH2:35][C@H:19]2[C:20]([NH:22][CH2:23][C:24]2[CH:29]=[CH:28][CH:27]=[CH:26][C:25]=2[N:30]2[CH:34]=[N:33][N:32]=[N:31]2)=[O:21])=[O:17])[CH:12]=[CH:13][CH:14]=1 |f:2.3|. Procedure: The TFA salt of the polar isomer of 1-[(3-chlorophenyl)(hydroxy)pyridin-3-ylacetyl]-N-[2-(1H-tetraazol-1-yl)benzyl]-L-prolinamide (0.01 g, 0.02 mmol) was partitioned between EtOAc and saturated sodium bicarbonate solution and extracted with EtOAc to retrieve the free base. To a stirred solution of the dried free base of 1-[(3-chlorophenyl)(hydroxy)pyridin-3-ylacetyl]-N-[2-(1H-tetraazol-1-yl)benzyl]-L-prolinamide (0.009 g, 0.017 mmol) in dichloromethane (1 mL), cooled to 0° C., was added 3-chloro... Run in CCOC(=O)C (EtOAc), ClCCl (dichloromethane). Reactants: C(=O)(C(F)(F)F)O (TFA), ClC=1C=C(C=CC1)C(C(=O)N1[C@H](C(=O)NCC2=C(C=CC=C2)N2N=NN=C2)CCC1)(C=1C=NC=CC1)O (1-[(3-chlorophenyl)(hydroxy)pyridin-3-ylacetyl]-N-[2-(1H-tetraazol-1-yl)benzyl]-L-prolinamide), C([O-])(O)=O.[Na+] (sodium bicarbonate), ClC=1C=C(C=CC1)C(C(=O)N1[C@H](C(=O)NCC2=C(C=CC=C2)N2N=NN=C2)CCC1)(C=1C=NC=CC1)O (1-[(3-chlorophenyl)(hydroxy)pyridin-3-ylacetyl]-N-[2-(1H-tetraazol-1-yl)benzyl]-L-prolinamide), ClC=1C=C(C(=O)OO)C=CC1 (3-chloroperoxybenzoic acid). Product: C(=O)(C(F)(F)F)O (TFA), ClC=1C=C(C=CC1)C(C(=O)N1[C@H](C(=O)NCC2=C(C=CC=C2)N2N=NN=C2)CCC1)(C=1C=[N+](C=CC1)[O-])O (1-[(3-chlorophenyl)(hydroxy)(1-oxidopyridin-3-yl)acetyl]-N-[2-(1H-tetraazol-1-yl)benzyl]-L-prolinamide). The reactants are C1COCCOCCOCCOCCO1, Clc1ccccc1, COC(=O)c1cccc(N)c1C, [Na+], N#C[S-], O=S(=O)(O)O. Product: COC(=O)c1cccc(NC(N)=S)c1C. RXN SMILES: [CH2:22]1[O:23][CH2:24][CH2:25][O:26][CH2:27][CH2:28][O:29][CH2:30][CH2:31][O:32][CH2:33][CH2:34][O:35][CH2:36]1.[Cl:37][c:38]1[cH:39][cH:40][cH:41][cH:42][cH:43]1.[NH2:1][c:2]1[c:3]([CH3:12])[c:4]([C:5](=[O:6])[O:7][CH3:8])[cH:9][cH:10][cH:11]1.[Na+:18].[S-:19][C:20]#[N:21].[S:13](=[O:14])(=[O:15])([OH:16])[OH:17]>>[NH:1]([c:2]1[c:3]([CH3:12])[c:4]([C:5](=[O:6])[O:7][CH3:8])[cH:9][cH:10][cH:11]1)[C:20](=[S:19])[NH2:21]. Starting materials: COC(=O)C(=O)Nc1ccc(OCCCOc2ccc(C(C)=O)c(O)c2CCC(F)(F)F)c(OC)c1, CO, Cl, [Na+], [OH-]. Product: COc1cc(NC(=O)C(=O)O)ccc1OCCCOc1ccc(C(C)=O)c(O)c1CCC(F)(F)F. As a reaction SMILES: [C:3]([CH3:4])(=[O:5])[c:6]1[c:7]([OH:38])[c:8]([CH2:32][CH2:33][C:34]([F:35])([F:36])[F:37])[c:9]([O:10][CH2:11][CH2:12][CH2:13][O:14][c:15]2[c:16]([O:28][CH3:29])[cH:17][c:18]([NH:21][C:22]([C:23](=[O:24])[O:25][CH3:26])=[O:27])[cH:19][cH:20]2)[cH:30][cH:31]1.[CH3:40][OH:41].[ClH:39].[Na+:2].[OH-:1]>>[C:3]([CH3:4])(=[O:5])[c:6]1[c:7]([OH:38])[c:8]([CH2:32][CH2:33][C:34]([F:35])([F:36])[F:37])[c:9]([O:10][CH2:11][CH2:12][CH2:13][O:14][c:15]2[c:16]([O:28][CH3:29])[cH:17][c:18]([NH:21][C:22]([C:23](=[O:24])[OH:25])=[O:27])[cH:19][cH:20]2)[cH:30][cH:31]1. Yields the product Cc1nc2ccccc2n1C1CC2CCC(C1)N2CCC1(c2cccc(F)c2)CCN(C(=O)C(C)(NC(=O)C(C)(C)C)C(C)C)CC1. The reactants are CC(C)(C)C(=O)Cl, CCN(C(C)C)C(C)C, Cc1nc2ccccc2n1C1CC2CCC(C1)N2CCC1(c2cccc(F)c2)CCN(C(=O)C(C)(N)C(C)C)CC1. As a reaction SMILES: [CH3:42][C:43]([C:44](=[O:45])[Cl:46])([CH3:47])[CH3:48].[CH:49]([N:50]([CH2:51][CH3:52])[CH:53]([CH3:54])[CH3:55])([CH3:56])[CH3:57].[F:1][c:2]1[cH:3][c:4]([C:8]2([CH2:22][CH2:23][N:24]3[CH:25]4[CH2:26][CH:27]([n:32]5[c:33]([CH3:41])[n:34][c:35]6[c:36]5[cH:37][cH:38][cH:39][cH:40]6)[CH2:28][CH:29]3[CH2:30][CH2:31]4)[CH2:9][CH2:10][N:11]([C:14]([C:15]([CH:16]([CH3:17])[CH3:18])([NH2:19])[CH3:20])=[O:21])[CH2:12][CH2:13]2)[cH:5][cH:6][cH:7]1>>[F:1][c:2]1[cH:3][c:4]([C:8]2([CH2:22][CH2:23][N:24]3[CH:25]4[CH2:26][CH:27]([n:32]5[c:33]([CH3:41])[n:34][c:35]6[c:36]5[cH:37][cH:38][cH:39][cH:40]6)[CH2:28][CH:29]3[CH2:30][CH2:31]4)[CH2:9][CH2:10][N:11]([C:14]([C:15]([CH:16]([CH3:17])[CH3:18])([NH:19][C:44]([C:43]([CH3:42])([CH3:47])[CH3:48])=[O:45])[CH3:20])=[O:21])[CH2:12][CH2:13]2)[cH:5][cH:6][cH:7]1. Starting materials: [BH4-], O=C1CCc2cc(Br)ccc21, CC(C)(C)C1CCC(N)CC1, CCO, CC(C)[O-], CC(C)[O-], CC(C)[O-], CC(C)[O-], [Na+], [Ti+4]. The product is CC(C)(C)C1CCC(NC2CCc3cc(Br)ccc32)CC1. Reaction SMILES: [BH4-:23].[Br:1][c:2]1[cH:3][c:4]2[c:8]([cH:9][cH:10]1)[C:7](=[O:11])[CH2:6][CH2:5]2.[C:12]([CH3:13])([CH3:14])([CH3:15])[CH:16]1[CH2:17][CH2:18][CH:19]([NH2:22])[CH2:20][CH2:21]1.[CH3:25][CH2:26][OH:27].[CH3:28][CH:29]([CH3:30])[O-:31].[CH3:33][CH:34]([CH3:35])[O-:36].[CH3:37][CH:38]([CH3:39])[O-:40].[CH3:41][CH:42]([CH3:43])[O-:44].[Na+:24].[Ti+4:32]>>[Br:1][c:2]1[cH:3][c:4]2[c:8]([cH:9][cH:10]1)[CH:7]([NH:22][CH:19]1[CH2:18][CH2:17][CH:16]([C:12]([CH3:13])([CH3:14])[CH3:15])[CH2:21][CH2:20]1)[CH2:6][CH2:5]2. Starting materials: CC(C)(C)c1ccc(Cn2ccc3cc(Br)ccc32)cc1, Cc1ccccc1B(O)O. The product is Cc1ccccc1-c1ccc2c(ccn2Cc2ccc(C(C)(C)C)cc2)c1. As a reaction SMILES: [Br:1][c:2]1[cH:3][c:4]2[cH:5][cH:6][n:7]([CH2:11][c:12]3[cH:13][cH:14][c:15]([C:18]([CH3:19])([CH3:20])[CH3:21])[cH:16][cH:17]3)[c:8]2[cH:9][cH:10]1.[CH3:22][c:23]1[c:24]([B:29]([OH:30])[OH:31])[cH:25][cH:26][cH:27][cH:28]1>>[c:2]1(-[c:24]2[c:23]([CH3:22])[cH:28][cH:27][cH:26][cH:25]2)[cH:3][c:4]2[cH:5][cH:6][n:7]([CH2:11][c:12]3[cH:13][cH:14][c:15]([C:18]([CH3:19])([CH3:20])[CH3:21])[cH:16][cH:17]3)[c:8]2[cH:9][cH:10]1. Reactants: ice water, C(C)OC(=O)CC=1C(=C2C=CNC2=C(C1C)NC(C(C)(C)C)=O)C (N-(5-Ethoxycarbonylmethyl-4,6-dimethylindol-7-yl)-2,2-dimethylpropanamide), ICCCCCCCC (1-iodooctane), [H-].[Na+] (NaH). Solvent: CN(C)C=O (DMF). Reaction conditions: time 1 hour. Yields the product C(CCCCCCC)N1C=CC2=C(C(=C(C(=C12)NC(C(C)(C)C)=O)C)CC(=O)OCC)C (N-(1-octyl-5-ethoxycarbonylmethyl-4,6-dimethylindol-7-yl)-2,2-dimethylpropanamide). Yield: 52.5%. As a reaction SMILES: [CH2:1]([O:3][C:4]([CH2:6][C:7]1[C:8]([CH3:24])=[C:9]2[C:13](=[C:14]([NH:17][C:18](=[O:23])[C:19]([CH3:22])([CH3:21])[CH3:20])[C:15]=1[CH3:16])[NH:12][CH:11]=[CH:10]2)=[O:5])[CH3:2].[H-].[Na+].I[CH2:28][CH2:29][CH2:30][CH2:31][CH2:32][CH2:33][CH2:34][CH3:35]>CN(C=O)C>[CH2:28]([N:12]1[C:13]2[C:9](=[C:8]([CH3:24])[C:7]([CH2:6][C:4]([O:3][CH2:1][CH3:2])=[O:5])=[C:15]([CH3:16])[C:14]=2[NH:17][C:18](=[O:23])[C:19]([CH3:20])([CH3:22])[CH3:21])[CH:10]=[CH:11]1)[CH2:29][CH2:30][CH2:31][CH2:32][CH2:33][CH2:34][CH3:35] |f:1.2|. Procedure: N-(5-Ethoxycarbonylmethyl-4,6-dimethylindol-7-yl)-2,2-dimethylpropanamide (1.45 g) was dissolved in DMF (10 ml) and NaH (P=60%, 132 mg) was added under a nitrogen atmosphere, which was followed by stirring at room temperature for 1 hr. Then, 1-iodooctane (1.06 g) was added and the mixture was stirred at the same temperature for 2 hr. The reaction mixture was poured into ice water. The mixture was extracted with AcOEt (100 ml), washed with water and dried over anhydrous sodium sulfate. AcOEt was ...